Task: describe an organic reaction: reactants, conditions, products, and yield. Dataset: the Open Reaction Database (ORD), a public repository of structured organic reaction records Reactants: C=CC1=CC=CC=C1 (styrene), ClC1=CC=CC=C1 (chlorobenzene). Run at temperature 150 celsius, time 5.5 hour. Yields the product Cl benzene, C1(=CC=CC=C1)\C=C\C1=CC=CC=C1 (trans-stilbene), C1(=CC=CC=C1)\C=C/C1=CC=CC=C1 (cis-stilbene), C1(=CC=CC=C1)C(=C)C1=CC=CC=C1 (1,1-diphenylethene). Yield: 12.4%. As a reaction SMILES: [CH2:1]=[CH:2][C:3]1[CH:8]=[CH:7][CH:6]=[CH:5][CH:4]=1.Cl[C:10]1[CH:15]=[CH:14][CH:13]=[CH:12][CH:11]=1>>[C:3]1(/[CH:2]=[CH:1]/[C:10]2[CH:15]=[CH:14][CH:13]=[CH:12][CH:11]=2)[CH:8]=[CH:7][CH:6]=[CH:5][CH:4]=1.[C:3]1(/[CH:2]=[CH:1]\[C:10]2[CH:15]=[CH:14][CH:13]=[CH:12][CH:11]=2)[CH:8]=[CH:7][CH:6]=[CH:5][CH:4]=1.[C:3]1([C:2]([C:10]2[CH:15]=[CH:14][CH:13]=[CH:12][CH:11]=2)=[CH2:1])[CH:8]=[CH:7][CH:6]=[CH:5][CH:4]=1. Reported procedure: A reaction is performed as described in Example 1, except that 102.8 mg (0.99 mmol) of styrene and 164.8 mg (1.46 mmol) of chlorobenzene are used, and the reaction mixture is stirred at 150° C. for 5.5 hours. With 94.6% conversion of Cl-benzene, an 82.1% yield of Heck products (86.7% trans-stilbene, 0.9% cis-stilbene, 12.4% 1,1-diphenylethene) is obtained. The reactants are O=C([O-])[O-], CN(C)C=O, COc1cc2nccc(Oc3cc4ccccc4nc3C)c2cc1OCCCl, [I-], [K+], [K+], [Na+], c1c[nH]cn1. The product is COc1cc2nccc(Oc3cc4ccccc4nc3C)c2cc1OCCn1ccnc1. Reaction SMILES: [C:29](=[O:30])([O-:31])[O-:32].[CH3:42][N:43]([CH3:44])[CH:45]=[O:46].[Cl:1][CH2:2][CH2:3][O:4][c:5]1[cH:6][c:7]2[c:8]([O:17][c:18]3[c:19]([CH3:28])[n:20][c:21]4[cH:22][cH:23][cH:24][cH:25][c:26]4[cH:27]3)[cH:9][cH:10][n:11][c:12]2[cH:13][c:14]1[O:15][CH3:16].[I-:41].[K+:33].[K+:34].[Na+:40].[nH:35]1[cH:36][n:37][cH:38][cH:39]1>>[CH2:2]([CH2:3][O:4][c:5]1[cH:6][c:7]2[c:8]([O:17][c:18]3[c:19]([CH3:28])[n:20][c:21]4[cH:22][cH:23][cH:24][cH:25][c:26]4[cH:27]3)[cH:9][cH:10][n:11][c:12]2[cH:13][c:14]1[O:15][CH3:16])[n:35]1[cH:36][n:37][cH:38][cH:39]1. Starting materials: ClC1=CC=C(C(=N1)NC1=NNC(=C1)C1CC1)[N+](=O)[O-] (6-chloro-N-(5-cyclopropyl-1H-pyrazol-3-yl)-3-nitropyridin-2-amine), ClC1=CC=C(C(=N1)NC1=NNC(=C1)C1CC1)[N+](=O)[O-] (6-chloro-N-(5-cyclopropyl-1H-pyrazol-3-yl)-3-nitropyridin-2-amine), Cl.FC=1C=CC(=NC1)[C@H](C)N ([(1S)-1-(5-fluoropyridin-2-yl)ethyl]amine hydrochloride), Cl.FC=1C=CC(=NC1)[C@H](C)N ([(1S)-1-(5-fluoropyridin-2-yl)ethyl]amine hydrochloride), C(C)(C)N(CC)C(C)C (diisopropylethylamine). The solvent is CCCCO (n-BuOH), C(C)(=O)OCC (ethyl acetate). Run at temperature 70 celsius, time 4 hour. Yields the product C1(CC1)C1=CC(=NN1)NC1=NC(=CC=C1[N+](=O)[O-])N[C@@H](C)C1=NC=C(C=C1)F (N2-(5-Cyclopropyl-1H-pyrazol-3-yl)-N6-[(1S)-1-(5-fluoropyridin-2-yl)ethyl]-3-nitropyridine-2,6-diamine). Yield: 65.7%. As a reaction SMILES: Cl[C:2]1[N:7]=[C:6]([NH:8][C:9]2[CH:13]=[C:12]([CH:14]3[CH2:16][CH2:15]3)[NH:11][N:10]=2)[C:5]([N+:17]([O-:19])=[O:18])=[CH:4][CH:3]=1.Cl.[F:21][C:22]1[CH:23]=[CH:24][C:25]([C@@H:28]([NH2:30])[CH3:29])=[N:26][CH:27]=1.C(N(C(C)C)CC)(C)C>CCCCO.C(OCC)(=O)C>[CH:14]1([C:12]2[NH:11][N:10]=[C:9]([NH:8][C:6]3[C:5]([N+:17]([O-:19])=[O:18])=[CH:4][CH:3]=[C:2]([NH:30][C@H:28]([C:25]4[CH:24]=[CH:23][C:22]([F:21])=[CH:27][N:26]=4)[CH3:29])[N:7]=3)[CH:13]=2)[CH2:16][CH2:15]1 |f:1.2|. Procedure: A mixture of 6-chloro-N-(5-cyclopropyl-1H-pyrazol-3-yl)-3-nitropyridin-2-amine (Intermediate 9, 0.5 g) and [(1S)-1-(5-fluoropyridin-2-yl)ethyl]amine hydrochloride (Intermediate 5, 0.35 g) in n-BuOH (10 mL) with diisopropylethylamine (1 mL) was stirred at 70° C. for 4 hours. The resulting mixture was diluted with ethyl acetate (20 mL), and washed with brine (10 mL×3). The organic layer was dried and concentrated. The resulting residue was separated by silica gel column (Hexane/Ethyl acetate) to y... Reaction SMILES: C(OC([NH:11][C:12]1[CH:47]=[CH:46][C:15]([CH2:16][N:17]2[C:23](=[O:24])[C@H:22]3[CH2:25][CH2:26][CH2:27][C@H:21]3[N:20]([C:28](=[O:41])[CH2:29][N:30]3[C:34](=[O:35])[C:33]4=[CH:36][CH:37]=[CH:38][CH:39]=[C:32]4[C:31]3=[O:40])[C:19]3[CH:42]=[CH:43][CH:44]=[CH:45][C:18]2=3)=[CH:14][CH:13]=1)=O)C1C=CC=CC=1.[BrH:48].C(O)(=O)C>C(Cl)(Cl)Cl>[BrH:48].[NH2:11][C:12]1[CH:13]=[CH:14][C:15]([CH2:16][N:17]2[C:23](=[O:24])[C@H:22]3[CH2:25][CH2:26][CH2:27][C@H:21]3[N:20]([C:28](=[O:41])[CH2:29][N:30]3[C:31](=[O:40])[C:32]4=[CH:39][CH:38]=[CH:37][CH:36]=[C:33]4[C:34]3=[O:35])[C:19]3[CH:42]=[CH:43][CH:44]=[CH:45][C:18]2=3)=[CH:46][CH:47]=1 |f:1.2,4.5|. Reactants: C(C1=CC=CC=C1)OC(=O)NC1=CC=C(CN2C3=C(N([C@H]4[C@@H](C2=O)CCC4)C(CN4C(C=2C(C4=O)=CC=CC2)=O)=O)C=CC=C3)C=C1 ((3aR*,10aS*)-9-[4-(benzyloxycarbonylamino)benzyl]-4-(phthalimidoacetyl)-2,3,3a,4,9,10a-hexahydrobenzo[b]cyclopenta[e][1,4]diazepin-10(1H)-one), Br.C(C)(=O)O (hydrogen bromide acetic acid). Isolated yield 92.0%. Conditions: time 75 minute. Procedure details: To a solution of (3aR*,10aS*)-9-[4-(benzyloxycarbonylamino)benzyl]-4-(phthalimidoacetyl)-2,3,3a,4,9,10a-hexahydrobenzo[b]cyclopenta[e][1,4]diazepin-10(1H)-one (366 mg, 0.58 mmol) in chloroform (3 mL) was added 25% hydrogen bromide/acetic acid (1 mL) and the mixture was stirred at room temperature for 75 minutes. This reaction mixture was concentrated under reduced pressure and the residue was crystallized from ethanoldiethyl ether to provide 309 mg (yield 92%) of the title compound. m.p. 222°-22... Yields the product Br.NC1=CC=C(CN2C3=C(N([C@H]4[C@@H](C2=O)CCC4)C(CN4C(C=2C(C4=O)=CC=CC2)=O)=O)C=CC=C3)C=C1 ((3aR*,10aS*)-9-(4-Aminobenzyl)-4-(phthalimidoacetyl)-2,3,3a,4,9,10a-hexahydrobenzo[b]cyclopenta[e]-[1,4]diazepin-10(1H)-one hydrobromide). Solvent: C(Cl)(Cl)Cl (chloroform). Starting materials: COCCOC (DME), ClC1=CC=2N(C=C1)C=CN2 (7-chloro-imidazo[1,2-a]pyridine), CS(=O)(=O)C1=CC=C(C=C1)B(O)O (4-methylsulfonylphenyl boronic acid), C([O-])([O-])=O.[Cs+].[Cs+] (cesium carbonate). Reagents/catalysts: C=1C=CC(=CC1)[P](C=2C=CC=CC2)(C=3C=CC=CC3)[Pd]([P](C=4C=CC=CC4)(C=5C=CC=CC5)C=6C=CC=CC6)([P](C=7C=CC=CC7)(C=8C=CC=CC8)C=9C=CC=CC9)[P](C=1C=CC=CC1)(C=1C=CC=CC1)C=1C=CC=CC1 (Pd(PPh3)4). Solvent: CCO (EtOH). Yields the product CS(=O)(=O)C1=CC=C(C=C1)C1=CC=2N(C=C1)C=CN2 (7-(4-Methanesulfonyl-phenyl)-imidazo[1,2-a]pyridine). The yield is 361.2%. As a reaction SMILES: Cl[C:2]1[CH:7]=[CH:6][N:5]2[CH:8]=[CH:9][N:10]=[C:4]2[CH:3]=1.[CH3:11][S:12]([C:15]1[CH:20]=[CH:19][C:18](B(O)O)=[CH:17][CH:16]=1)(=[O:14])=[O:13].C(=O)([O-])[O-].[Cs+].[Cs+].COCCOC>C1C=CC([P]([Pd]([P](C2C=CC=CC=2)(C2C=CC=CC=2)C2C=CC=CC=2)([P](C2C=CC=CC=2)(C2C=CC=CC=2)C2C=CC=CC=2)[P](C2C=CC=CC=2)(C2C=CC=CC=2)C2C=CC=CC=2)(C2C=CC=CC=2)C2C=CC=CC=2)=CC=1.CCO>[CH3:11][S:12]([C:15]1[CH:20]=[CH:19][C:18]([C:2]2[CH:7]=[CH:6][N:5]3[CH:8]=[CH:9][N:10]=[C:4]3[CH:3]=2)=[CH:17][CH:16]=1)(=[O:14])=[O:13] |f:2.3.4,^1:39,41,60,79|. Procedure details: Heat a mixture of 7-chloro-imidazo[1,2-a]pyridine (100 g, 152.5 mmol, 1 eq), 4-methylsulfonylphenyl boronic acid (157.3 g, 786.8 mmol, 1.2 eq), Pd(PPh3)4 (19 g, 16.3 mmol, 0.025 eq) and cesium carbonate (472.4 g, 1.44 mol, 2.2 eq) in a mixture of anhydrous DME (2000 mL) and EtOH (1000 mL) at 80° C. under N2 atmosphere for 24 hours. Cool the mixture to room temperature and filter through Celite® to remove Pd catalyst. Add water (5000 mL) and extract this solution with CH2Cl2 (3×2000 mL). Dry the ... The reactants are CSC1=CC=C(C=C1)C1=CC(=NN1C1=CC=C(C=C1)S(=O)(=O)N)C(F)F (4-[5-(4-[Methylthio]phenyl)-3-(difluoromethyl)-1H-pyrazol-1-yl]benzenesulfonamide), Na2S2O5, O (H2O), ClC=1C=C(C(=O)OO)C=CC1 (m-chloroperoxybenzoic acid). The solvent is C(Cl)Cl (methylene chloride). Conditions: temperature 0 celsius, time 18 hour. Product: CS(=O)(=O)C1=CC=C(C=C1)C1=CC(=NN1C1=CC=C(C=C1)S(=O)(=O)N)C(F)F (4-[5-(4-[methylsulfonyl]phenyl)-3-(difluoromethyl)-1H-pyrazol-1-yl]benzenesulfonamide). Reaction SMILES: [CH3:1][S:2][C:3]1[CH:8]=[CH:7][C:6]([C:9]2[N:13]([C:14]3[CH:19]=[CH:18][C:17]([S:20]([NH2:23])(=[O:22])=[O:21])=[CH:16][CH:15]=3)[N:12]=[C:11]([CH:24]([F:26])[F:25])[CH:10]=2)=[CH:5][CH:4]=1.ClC1C=C(C=CC=1)C(OO)=[O:32].[OH2:38]>C(Cl)Cl>[CH3:1][S:2]([C:3]1[CH:4]=[CH:5][C:6]([C:9]2[N:13]([C:14]3[CH:15]=[CH:16][C:17]([S:20]([NH2:23])(=[O:22])=[O:21])=[CH:18][CH:19]=3)[N:12]=[C:11]([CH:24]([F:26])[F:25])[CH:10]=2)=[CH:7][CH:8]=1)(=[O:32])=[O:38]. Procedure: 4-[5-(4-[Methylthio]phenyl)-3-(difluoromethyl)-1H-pyrazol-1-yl]benzenesulfonamide (0.5 g, 1.27 mmol) was dissolved in methylene chloride (30 mL) and cooled to 0° C. To this solution was added m-chloroperoxybenzoic acid (MCPBA) (60%, 0.77 g, 2.7 mmol) and the solution was allowed to warm to room temperature while stirring for 18 hours. A solution of Na2S2O5 (2 g) in H2O (25 mL) was added to the reaction mixture and the solution stirred vigorously for 0.5 hour. The layers were separated and the or... Reactants: C1CCOC1, COC(=O)COc1ccc(C(=O)Nc2ccc(F)cc2)cn1, Cl, [Na+], [OH-]. Product: O=C(O)COc1ccc(C(=O)Nc2ccc(F)cc2)cn1. Reaction SMILES: [CH2:26]1[O:27][CH2:28][CH2:29][CH2:30]1.[CH3:1][O:2][C:3]([CH2:4][O:5][c:6]1[n:7][cH:8][c:9]([C:12]([NH:13][c:14]2[cH:15][cH:16][c:17]([F:20])[cH:18][cH:19]2)=[O:21])[cH:10][cH:11]1)=[O:22].[ClH:25].[Na+:24].[OH-:23]>>[O:2]=[C:3]([CH2:4][O:5][c:6]1[n:7][cH:8][c:9]([C:12]([NH:13][c:14]2[cH:15][cH:16][c:17]([F:20])[cH:18][cH:19]2)=[O:21])[cH:10][cH:11]1)[OH:22]. Starting materials: FC(OC=1C=C(C=CC1O)C=1OC=C(N1)CNC(C1=C(C=CC=C1)OCC)=O)F (N-[2-(3-difluoromethoxy-4-hydroxyphenyl)oxazol-4-ylmethyl]-2-ethoxybenzamide), C(C=C)Br (allyl bromide). The product is C(C=C)OC1=C(C=C(C=C1)C=1OC=C(N1)CNC(C1=C(C=CC=C1)OCC)=O)OC(F)F (N-[2-(4-allyloxy-3-difluoromethoxyphenyl) oxazol-4-ylmethyl]-2-ethoxybenzamide). As a reaction SMILES: [F:1][CH:2]([F:29])[O:3][C:4]1[CH:5]=[C:6]([C:11]2[O:12][CH:13]=[C:14]([CH2:16][NH:17][C:18](=[O:28])[C:19]3[CH:24]=[CH:23][CH:22]=[CH:21][C:20]=3[O:25][CH2:26][CH3:27])[N:15]=2)[CH:7]=[CH:8][C:9]=1[OH:10].[CH2:30](Br)[CH:31]=[CH2:32]>>[CH2:32]([O:10][C:9]1[CH:8]=[CH:7][C:6]([C:11]2[O:12][CH:13]=[C:14]([CH2:16][NH:17][C:18](=[O:28])[C:19]3[CH:24]=[CH:23][CH:22]=[CH:21][C:20]=3[O:25][CH2:26][CH3:27])[N:15]=2)=[CH:5][C:4]=1[O:3][CH:2]([F:1])[F:29])[CH:31]=[CH2:30]. Reported procedure: Using the compound obtained in Example 373 and allyl bromide, white powdery N-[2-(4-allyloxy-3-difluoromethoxyphenyl) oxazol-4-ylmethyl]-2-ethoxybenzamide was obtained following the procedure of Example 98. The reactants are C(C1=CC=CC=C1)OC=1C=C(CN2C(C3(C4=CC=CC=C24)C2=C(OC3)C=C3OCCC3=C2)=O)C=CC1 (1′-[3-(benzyloxy)benzyl]-5,6-dihydrospiro[benzo[1,2-b:5,4-b′]difuran-3,3′-indol]-2′(1′H)-one). Reagents/catalysts: [Pd] (palladium on carbon). Run in CO (methanol). Reaction conditions: time 16 hour. Product: OC=1C=C(CN2C(C3(C4=CC=CC=C24)C2=C(OC3)C=C3OCCC3=C2)=O)C=CC1 (1′-(3-hydroxybenzyl)-5,6-dihydrospiro[benzo[1,2-b:5,4-b′]difuran-3,3′-indol]-2′(1′H)-one). Isolated yield 93.2%. As a reaction SMILES: C([O:8][C:9]1[CH:10]=[C:11]([CH:34]=[CH:35][CH:36]=1)[CH2:12][N:13]1[C:21]2[C:16](=[CH:17][CH:18]=[CH:19][CH:20]=2)[C:15]2([CH2:25][O:24][C:23]3[CH:26]=[C:27]4[C:31](=[CH:32][C:22]2=3)[CH2:30][CH2:29][O:28]4)[C:14]1=[O:33])C1C=CC=CC=1>[Pd].CO>[OH:8][C:9]1[CH:10]=[C:11]([CH:34]=[CH:35][CH:36]=1)[CH2:12][N:13]1[C:21]2[C:16](=[CH:17][CH:18]=[CH:19][CH:20]=2)[C:15]2([CH2:25][O:24][C:23]3[CH:26]=[C:27]4[C:31](=[CH:32][C:22]2=3)[CH2:30][CH2:29][O:28]4)[C:14]1=[O:33]. Reported procedure: A mixture of 1′-[3-(benzyloxy)benzyl]-5,6-dihydrospiro[benzo[1,2-b:5,4-b′]difuran-3,3′-indol]-2′(1′H)-one (1.30 g, 2.7 mmol) and 10% wt. palladium on carbon (0.25 g) in dry methanol (14 mL) was hydrogenated at ambient temperature under a balloon pressure for 16 h. The mixture was filtered through a pad of celite and concentrated in vacuo to dryness. The residue was subjected to column chromatography (hexanes/ethyl acetate from 2:1 to 1:1) to afford 1′-(3-hydroxybenzyl)-5,6-dihydrospiro[benzo[1,2... Reactants: O=C([O-])[O-], CC(C)=O, Cc1nnsc1CO, [K+], [K+], O=S(Cl)Cl, Sc1ccccc1. Product: Cc1nnsc1CSc1ccccc1. As a reaction SMILES: [C:13](=[O:14])([O-:15])[O-:16].[CH3:26][C:27](=[O:28])[CH3:29].[CH3:5][c:6]1[n:7][n:8][s:9][c:10]1[CH2:11][OH:12].[K+:17].[K+:18].[S:1]([Cl:2])([Cl:3])=[O:4].[SH:19][c:20]1[cH:21][cH:22][cH:23][cH:24][cH:25]1>>[CH3:5][c:6]1[n:7][n:8][s:9][c:10]1[CH2:11][S:19][c:20]1[cH:21][cH:22][cH:23][cH:24][cH:25]1.